This data is from the Open Reaction Database (ORD), a public repository of structured organic reaction records. The task is: describe an organic reaction: reactants, conditions, products, and yield Starting materials: NC=1C=C2NC(C3N(C2=CC1)CCN(C3)C(=O)OCC3=CC=CC=C3)=O (8amino-3-carbobenzoxy-2,3,4,4a-tetrahydro-1H-pyrazino[1,2-a]quinoxalin-5-(6H)-one). Reagents/catalysts: [Pd] (Palladium on carbon). The solvent is C(C)O (ethanol). The product is NC=1C=C2NC(C3N(C2=CC1)CCNC3)=O (8-Amino-2,3,4,4a-Tetrahydro-1H-Pyrazino[1,2-a]Quinoxalin-5-(6H)-One). Reaction SMILES: [NH2:1][C:2]1[CH:3]=[C:4]2[C:9](=[CH:10][CH:11]=1)[N:8]1[CH2:12][CH2:13][N:14](C(OCC3C=CC=CC=3)=O)[CH2:15][CH:7]1[C:6](=[O:26])[NH:5]2>[Pd].C(O)C>[NH2:1][C:2]1[CH:3]=[C:4]2[C:9](=[CH:10][CH:11]=1)[N:8]1[CH2:12][CH2:13][NH:14][CH2:15][CH:7]1[C:6](=[O:26])[NH:5]2. Procedure: A mixture of 1.5 g. of 8amino-3-carbobenzoxy-2,3,4,4a-tetrahydro-1H-pyrazino[1,2-a]quinoxalin-5-(6H)-one, 1.5 g. of 10% Palladium on carbon catalyst and 150 ml. of ethanol is hydrogenated for 1/2 hour at 45 p.s.i. The catalyst is filtered and the filtrate concentrated to a volume of 50 ml. Ethanolic hydrochloric acid is added, and the product precipitates as the hydrochloride salt. Weight of product 0.70 g., m.p. 294-295° dec. Recrystallization from ethanol-water gives 0.45 g. of pure product, m... The reactants are O=[N+]([O-])c1ccccc1S(=O)(=O)Cl, CC(C)CCn1c(=O)c(C2=NS(=O)(=O)c3cc(N)ccc3N2)c(O)c2cccnc21, c1ccncc1. Product: CC(C)CCn1c(=O)c(C2=NS(=O)(=O)c3cc(NS(=O)(=O)c4ccccc4[N+](=O)[O-])ccc3N2)c(O)c2cccnc21. RXN SMILES: [N+:31](=[O:32])([O-:33])[c:34]1[c:35]([S:40](=[O:41])(=[O:42])[Cl:43])[cH:36][cH:37][cH:38][cH:39]1.[NH2:1][c:2]1[cH:3][c:4]2[c:5]([cH:29][cH:30]1)[NH:6][C:7]([c:12]1[c:13](=[O:28])[n:14]([CH2:23][CH2:24][CH:25]([CH3:26])[CH3:27])[c:15]3[n:16][cH:17][cH:18][cH:19][c:20]3[c:21]1[OH:22])=[N:8][S:9]2(=[O:10])=[O:11].[cH:44]1[cH:45][cH:46][n:47][cH:48][cH:49]1>>[NH:1]([c:2]1[cH:3][c:4]2[c:5]([cH:29][cH:30]1)[NH:6][C:7]([c:12]1[c:13](=[O:28])[n:14]([CH2:23][CH2:24][CH:25]([CH3:26])[CH3:27])[c:15]3[n:16][cH:17][cH:18][cH:19][c:20]3[c:21]1[OH:22])=[N:8][S:9]2(=[O:10])=[O:11])[S:40]([c:35]1[c:34]([N+:31](=[O:32])[O-:33])[cH:39][cH:38][cH:37][cH:36]1)(=[O:41])=[O:42]. Reactants: CC(C)C[Al+]CC(C)C, CCOC(=O)c1ccc2c(-c3ccnc(NC4CCCC4)n3)c(-c3ccc(F)cc3)nn2c1NC1CCCC1, ClCCl, [H-]. The product is OCc1ccc2c(-c3ccnc(NC4CCCC4)n3)c(-c3ccc(F)cc3)nn2c1NC1CCCC1. Reaction SMILES: [CH2:41]([Al+:42][CH2:43][CH:44]([CH3:45])[CH3:46])[CH:47]([CH3:48])[CH3:49].[CH:1]1([NH:6][c:7]2[c:8]([C:35](=[O:36])[O:37][CH2:38][CH3:39])[cH:9][cH:10][c:11]3[n:12]2[n:13][c:14](-[c:28]2[cH:29][cH:30][c:31]([F:34])[cH:32][cH:33]2)[c:15]3-[c:16]2[n:17][c:18]([NH:22][CH:23]3[CH2:24][CH2:25][CH2:26][CH2:27]3)[n:19][cH:20][cH:21]2)[CH2:2][CH2:3][CH2:4][CH2:5]1.[Cl:50][CH2:51][Cl:52].[H-:40]>>[CH:1]1([NH:6][c:7]2[c:8]([CH2:35][OH:36])[cH:9][cH:10][c:11]3[n:12]2[n:13][c:14](-[c:28]2[cH:29][cH:30][c:31]([F:34])[cH:32][cH:33]2)[c:15]3-[c:16]2[n:17][c:18]([NH:22][CH:23]3[CH2:24][CH2:25][CH2:26][CH2:27]3)[n:19][cH:20][cH:21]2)[CH2:2][CH2:3][CH2:4][CH2:5]1. Reactants: CS(=O)(=O)OS(C)(=O)=O, CC#N, OCC(=C1CN(C(c2ccc(Cl)cc2)c2ccc(Cl)cc2)C1)c1cc(F)cc(F)c1, N#C[Na], c1ccncc1. Yields the product N#CCC(=C1CN(C(c2ccc(Cl)cc2)c2ccc(Cl)cc2)C1)c1cc(F)cc(F)c1. RXN SMILES: [CH3:31][S:32]([O:33][S:34]([CH3:35])(=[O:36])=[O:37])(=[O:38])=[O:39].[CH3:49][C:50]#[N:51].[Cl:1][c:2]1[cH:3][cH:4][c:5]([CH:8]([N:9]2[CH2:10][C:11](=[C:13]([CH2:14][OH:15])[c:16]3[cH:17][c:18]([F:23])[cH:19][c:20]([F:22])[cH:21]3)[CH2:12]2)[c:24]2[cH:25][cH:26][c:27]([Cl:30])[cH:28][cH:29]2)[cH:6][cH:7]1.[Na:40][C:41]#[N:42].[cH:43]1[cH:44][cH:45][n:46][cH:47][cH:48]1>>[Cl:1][c:2]1[cH:3][cH:4][c:5]([CH:8]([N:9]2[CH2:10][C:11](=[C:13]([CH2:14][C:41]#[N:42])[c:16]3[cH:17][c:18]([F:23])[cH:19][c:20]([F:22])[cH:21]3)[CH2:12]2)[c:24]2[cH:25][cH:26][c:27]([Cl:30])[cH:28][cH:29]2)[cH:6][cH:7]1. The reactants are C(CC)C1=NC(=NC(=C1)[Sn](C)(C)C)C#N (4-propyl-6-trimethylstannanyl-pyrimidine-2-carbonitrile), FC(C=1C=C(C=C(C1)C(F)(F)F)Br)(F)F (3,5-bis-trifluoromethyl-bromobenzene). Reagents/catalysts: Cl[Pd]([P](C1=CC=CC=C1)(C2=CC=CC=C2)C3=CC=CC=C3)([P](C4=CC=CC=C4)(C5=CC=CC=C5)C6=CC=CC=C6)Cl (Bis(triphenylphosphine)palladium dichloride). Solvent: CN(C=O)C (dimethylformamide). Product: FC(C=1C=C(C=C(C1)C(F)(F)F)C1=NC(=NC(=C1)CCC)C#N)(F)F (4-(3,5-bis-trifluoromethyl-phenyl)-6-propyl-pyrimidine-2-carbonitrile). Isolated yield 35.1%. As a reaction SMILES: [CH2:1]([C:4]1[CH:9]=[C:8]([Sn](C)(C)C)[N:7]=[C:6]([C:14]#[N:15])[N:5]=1)[CH2:2][CH3:3].[F:16][C:17]([F:30])([F:29])[C:18]1[CH:19]=[C:20](Br)[CH:21]=[C:22]([C:24]([F:27])([F:26])[F:25])[CH:23]=1>CN(C)C=O.Cl[Pd](Cl)([P](C1C=CC=CC=1)(C1C=CC=CC=1)C1C=CC=CC=1)[P](C1C=CC=CC=1)(C1C=CC=CC=1)C1C=CC=CC=1>[F:16][C:17]([F:30])([F:29])[C:18]1[CH:19]=[C:20]([C:8]2[CH:9]=[C:4]([CH2:1][CH2:2][CH3:3])[N:5]=[C:6]([C:14]#[N:15])[N:7]=2)[CH:21]=[C:22]([C:24]([F:27])([F:26])[F:25])[CH:23]=1 |^1:38,57|. Procedure: Bis(triphenylphosphine)palladium dichloride (34 mg, 0.05 mmol) was added under a nitrogen atmosphere to a mixture of 4-propyl-6-trimethylstannanyl-pyrimidine-2-carbonitrile (155 mg, 0.50 mmol) and 3,5-bis-trifluoromethyl-bromobenzene (0.10 mL, 0.58 mmol) in dimethylformamide (3 mL). The mixture was refluxed for 4 hours then concentrated under reduced pressure. The residue was partitioned between ethyl acetate and water. The aqueous layer was extracted twice with ethyl acetate. The combined organ... Starting materials: C(=O)C=1C=C(C(=NC1)C(=O)OC)C(=O)OC (5-formyl-2,3-pyridinedicarboxylic acid, dimethyl ester), 5-dimethyl acetal, C1(=CC=C(C=C1)S(=O)(=O)O)C (p-toluenesulfonic acid), C(CCCO)O (1,4-butanediol), C([O-])(O)=O.[Na+] (sodium bicarbonate). Solvent: C1(=CC=CC=C1)C (toluene). The product is O1C(OCCCC1)C=1C=C(C(=NC1)C(=O)OC)C(=O)OC (DIMETHYL 5-(1,3-DIOXEPAN-2-YL)-2,3-PYRIDINEDICARBOXYLATE). Yield: 62.0%. Reaction SMILES: [CH:1]([C:3]1[CH:4]=[C:5]([C:13]([O:15][CH3:16])=[O:14])[C:6]([C:9]([O:11][CH3:12])=[O:10])=[N:7][CH:8]=1)=[O:2].C1(C)C=CC(S(O)(=O)=O)=CC=1.[CH2:28](O)[CH2:29][CH2:30][CH2:31][OH:32].C(=O)(O)[O-].[Na+]>C1(C)C=CC=CC=1>[O:2]1[CH2:28][CH2:29][CH2:30][CH2:31][O:32][CH:1]1[C:3]1[CH:4]=[C:5]([C:13]([O:15][CH3:16])=[O:14])[C:6]([C:9]([O:11][CH3:12])=[O:10])=[N:7][CH:8]=1 |f:3.4|. Procedure details: A solution of 5-formyl-2,3-pyridinedicarboxylic acid, dimethyl ester, 5-dimethyl acetal (1.3 g, 0.0048 mol), a catalytic amount of p-toluenesulfonic acid, 1,4-butanediol and toluene is heated at reflux temperature for 2 hours and 30 minutes. The reaction mixture is cooled to room temperature, made basic with sodium bicarbonate and concentrated in vacuo to give a liquid. The liquid is partitioned between methylene chloride and 5% sodium bicarbonate solution. The layers are separated and the aqueo... The reactants are C(#N)C=1C=C2C(=CN(C2=CC1)CC)C1CCC(CC1)=O (4-(5-cyano-1-ethyl-indol-3-yl)-cyclohexanone), C(C)(=O)O (acetic acid), N1C=CC2=C(C=CC=C12)N1CCNCC1 (1-(indol-4-yl)piperazine), C(C)(=O)O[BH-](OC(C)=O)OC(C)=O.[Na+] (sodium triacetoxyborohydride). Solvent: ClCCCl (1,2-dichloroethane). Conditions: time 8 hour. The product is CCN1C=C(C2=C1C=CC(=C2)C#N)C3CCC(CC3)N4CCN(CC4)C5=CC=CC6=C5C=CN6 (1-Ethyl-3-{(1,4-cis)-4-[4-(1H-indol-4-yl)-piperazin-1-yl]-cyclohexyl}-1H-indole-5-carbonitrile). The yield is 38.8%. RXN SMILES: [C:1]([C:3]1[CH:4]=[C:5]2[C:9](=[CH:10][CH:11]=1)[N:8]([CH2:12][CH3:13])[CH:7]=[C:6]2[CH:14]1[CH2:19][CH2:18][C:17](=O)[CH2:16][CH2:15]1)#[N:2].[NH:21]1[C:29]2[C:24](=[C:25]([N:30]3[CH2:35][CH2:34][NH:33][CH2:32][CH2:31]3)[CH:26]=[CH:27][CH:28]=2)[CH:23]=[CH:22]1.C(O[BH-](OC(=O)C)OC(=O)C)(=O)C.[Na+].C(O)(=O)C>ClCCCl>[CH3:13][CH2:12][N:8]1[C:9]2[CH:10]=[CH:11][C:3]([C:1]#[N:2])=[CH:4][C:5]=2[C:6]([CH:14]2[CH2:19][CH2:18][CH:17]([N:33]3[CH2:34][CH2:35][N:30]([C:25]4[C:24]5[CH:23]=[CH:22][NH:21][C:29]=5[CH:28]=[CH:27][CH:26]=4)[CH2:31][CH2:32]3)[CH2:16][CH2:15]2)=[CH:7]1 |f:2.3|. Reported procedure: A solution of 4-(5-cyano-1-ethyl-indol-3-yl)-cyclohexanone (1.5 g, 5.6 mmol), 1-(indol-4-yl)piperazine (1.19 g, 5.9 mmol), sodium triacetoxyborohydride (1.73 g, 8.2 mmol) and acetic acid (0.9 ml, 15 mmol) in 1,2-dichloroethane (30 ml) was allowed to stir at room temperature overnight. The reaction was quenched with 1N sodium hydroxide (10 ml), extracted with methylene chloride (3×80 ml), and washed with brine (3×80 ml). The organic layer was dried over anhydrous sodium sulfate and filtered. Chro...